Dataset: the Open Reaction Database (ORD), a public repository of structured organic reaction records. Task: describe an organic reaction: reactants, conditions, products, and yield Reactants: [Br-], O=C(c1ccc(Cl)cc1)c1cccc(Br)n1, [Li]CCCC, CCCCCC, CN(C)CC[P+](c1ccccc1)(c1ccccc1)c1ccccc1, C1CCOC1, O. Yields the product CN(C)C=CC(c1ccc(Cl)cc1)c1cccc(Br)n1. Reaction SMILES: [Br-:6].[Br:31][c:32]1[n:33][c:34]([C:38]([c:39]2[cH:40][cH:41][c:42]([Cl:45])[cH:43][cH:44]2)=[O:46])[cH:35][cH:36][cH:37]1.[CH2:1]([Li:2])[CH2:3][CH2:4][CH3:5].[CH3:53][CH2:54][CH2:55][CH2:56][CH2:57][CH3:58].[CH3:7][N:8]([CH2:9][CH2:10][P+:11]([c:12]1[cH:13][cH:14][cH:15][cH:16][cH:17]1)([c:18]1[cH:19][cH:20][cH:21][cH:22][cH:23]1)[c:24]1[cH:25][cH:26][cH:27][cH:28][cH:29]1)[CH3:30].[O:48]1[CH2:49][CH2:50][CH2:51][CH2:52]1.[OH2:47]>>[CH3:7][N:8]([CH:9]=[CH:10][CH:38]([c:34]1[n:33][c:32]([Br:31])[cH:37][cH:36][cH:35]1)[c:39]1[cH:40][cH:41][c:42]([Cl:45])[cH:43][cH:44]1)[CH3:30]. The reactants are C(CC)OC1=C(C=CC=C1)NC(=N)N (N-(2-propoxyphenyl)guanidine), C(C)OC=C(C(=O)OCC)C(=O)OCC (diethyl ethoxymethylenemalonate). Solvent: O1CCOCC1 (dioxane). Run at time 5 hour. Yields the product O=C1C(=CN=C(N1)NC1=C(C=CC=C1)OCCC)C(=O)OCC (ethyl 1,6-dihydro-6-oxo-2-(2-propoxyanilino)-5-pyrimidinecarboxylate). Isolated yield 78.3%. As a reaction SMILES: [CH2:1]([O:4][C:5]1[CH:10]=[CH:9][CH:8]=[CH:7][C:6]=1[NH:11][C:12]([NH2:14])=[NH:13])[CH2:2][CH3:3].C([O:17][CH:18]=[C:19]([C:25](OCC)=O)[C:20]([O:22][CH2:23][CH3:24])=[O:21])C>O1CCOCC1>[O:17]=[C:18]1[NH:14][C:12]([NH:11][C:6]2[CH:7]=[CH:8][CH:9]=[CH:10][C:5]=2[O:4][CH2:1][CH2:2][CH3:3])=[N:13][CH:25]=[C:19]1[C:20]([O:22][CH2:23][CH3:24])=[O:21]. Procedure: To a solution of N-(2-propoxyphenyl)guanidine (9.1 g) in dioxane (30 ml) is added dropwise diethyl ethoxymethylenemalonate (10.2 g), and the mixture is refluxed with stirring for 5 hours. After cooling, the precipitate is collected by filtration and recrystallized from a mixture of DMF and water to give ethyl 1,6-dihydro-6-oxo-2-(2-propoxyanilino)-5-pyrimidinecarboxylate (11.7 g). M.p. 198°-200° C. The reactants are O=C([O-])[O-], CCOC(C)=O, COC(=O)c1ccc(F)c(F)c1, [K+], [K+], CC(C)(C)OC(=O)N1CCNCC1. Yields the product COC(=O)c1ccc(N2CCN(C(=O)OC(C)(C)C)CC2)c(F)c1. Reaction SMILES: [C:1](=[O:2])([O-:3])[O-:4].[CH3:32][CH2:33][O:34][C:35](=[O:36])[CH3:37].[F:20][c:21]1[cH:22][c:23]([C:24](=[O:25])[O:26][CH3:27])[cH:28][cH:29][c:30]1[F:31].[K+:5].[K+:6].[N:7]1([C:13](=[O:14])[O:15][C:16]([CH3:17])([CH3:18])[CH3:19])[CH2:8][CH2:9][NH:10][CH2:11][CH2:12]1>>[N:7]1([C:13](=[O:14])[O:15][C:16]([CH3:17])([CH3:18])[CH3:19])[CH2:8][CH2:9][N:10]([c:30]2[c:21]([F:20])[cH:22][c:23]([C:24](=[O:25])[O:26][CH3:27])[cH:28][cH:29]2)[CH2:11][CH2:12]1. The reactants are [H-].[Na+] (sodium hydride), N1(N=CC=C1)C1=CC=C(C=C1)O (4-(pyrazol-1-yl)-phenol), ClCCCN1CCN(CC1)C1=CC=C(C=C1)F (1-(3-chloropropyl)-4-(4-fluorophenyl)-piperazine). Run in CN(C=O)C (dimethylformamide). Conditions: time 1 hour. Product: N1(N=CC=C1)C1=CC=C(OCCCN2CCN(CC2)C2=CC=C(C=C2)F)C=C1 (1-[4-(Pyrazol-1-yl)-phenoxy]-3-[4-(4-fluorophenyl)-piperazin-1-yl]-propane). Yield: 72.0%. As a reaction SMILES: [H-].[Na+].[N:3]1([C:8]2[CH:13]=[CH:12][C:11]([OH:14])=[CH:10][CH:9]=2)[CH:7]=[CH:6][CH:5]=[N:4]1.Cl[CH2:16][CH2:17][CH2:18][N:19]1[CH2:24][CH2:23][N:22]([C:25]2[CH:30]=[CH:29][C:28]([F:31])=[CH:27][CH:26]=2)[CH2:21][CH2:20]1>CN(C)C=O>[N:3]1([C:8]2[CH:13]=[CH:12][C:11]([O:14][CH2:16][CH2:17][CH2:18][N:19]3[CH2:24][CH2:23][N:22]([C:25]4[CH:30]=[CH:29][C:28]([F:31])=[CH:27][CH:26]=4)[CH2:21][CH2:20]3)=[CH:10][CH:9]=2)[CH:7]=[CH:6][CH:5]=[N:4]1 |f:0.1|. Reported procedure: 0.66 g (0.0152 mole) of sodium hydride (55% strength in liquid paraffin) is added to 2.1 g (0.0131 mole) of 4-(pyrazol-1-yl)-phenol in 60 ml of absolute dimethylformamide, and the mixture is stirred for 1 hour at room temperature. 3.99 g (0.0131 mole) of 1-(3-chloropropyl)-4-(4-fluorophenyl)-piperazine are added, the reaction mixture is stirred for 3 hours at 90° C., under nitrogen as a protective gas, cooled and poured onto ice water, and the precipitate is filtered off under suction. The crude... The reactants are [Na+].CS(=O)[CH2-] (dimsyl sodium), [Br-].C(=O)(O)CCCC[P+](C1=CC=CC=C1)(C1=CC=CC=C1)C1=CC=CC=C1 ((4-carboxybutyl)triphenylphosphonium bromide), C(C1=CC=CO1)=O (furfural). The solvent is CS(=O)C (dimethylsulfoxide), CS(=O)C (dimethylsulfoxide). Reaction conditions: time 1 hour. The product is O1C(=CC=C1)C=CCCCC(=O)O (6-(2-furyl)-5-hexenoic acid). Reaction SMILES: [Na+].CS([CH2-])=O.[Br-].[C:7]([CH2:10][CH2:11][CH2:12][CH2:13][P+](C1C=CC=CC=1)(C1C=CC=CC=1)C1C=CC=CC=1)([OH:9])=[O:8].[CH:33](=O)[C:34]1[O:38][CH:37]=[CH:36][CH:35]=1>CS(C)=O>[O:38]1[CH:37]=[CH:36][CH:35]=[C:34]1[CH:33]=[CH:13][CH2:12][CH2:11][CH2:10][C:7]([OH:9])=[O:8] |f:0.1,2.3|. Procedure: To a cooled solution of dimsyl sodium (prepared by heating 4.35 g. of 50% oil dispersion of sodium hydride in 50 ml. dimethylsulfoxide at 60° for 2 hours under argon) is added dropwise 20.0 g. of (4-carboxybutyl)triphenylphosphonium bromide in 90 ml. dimethylsulfoxide. After the solution has stirred at room temperature for one hour, a solution of 4.34 g. furfural in 20 ml. dimethylsulfoxide is added dropwise to the cool (15°) solution over 20 minutes. After 2 hours the dimethylsulfoxide is evapo... Starting materials: S1C(SC=C1)=C(C(=O)OC(C)C)C(=O)OC(=O)OCC (Isopropyl 2-(1,3-dithiol-2-ylidene)-2-(ethoxycarbonyloxy-carbonyl)acetate), N (ammonia). Run in C(C)#N (acetonitrile). Product: S1C(SC=C1)=C(C(=O)OC(C)C)C(N)=O (Isopropyl 2-(1,3-dithiol-2-ylidene)-2-carbamoylacetate). Reaction SMILES: [S:1]1[CH:5]=[CH:4][S:3][C:2]1=[C:6]([C:13]([O:15]C(OCC)=O)=O)[C:7]([O:9][CH:10]([CH3:12])[CH3:11])=[O:8].[NH3:21]>C(#N)C>[S:1]1[CH:5]=[CH:4][S:3][C:2]1=[C:6]([C:13](=[O:15])[NH2:21])[C:7]([O:9][CH:10]([CH3:12])[CH3:11])=[O:8]. Reported procedure: Isopropyl 2-(1,3-dithiol-2-ylidene)-2-(ethoxycarbonyloxy-carbonyl)acetate (20.65 g) was added to a solution of ammonia in acetonitrile (150 ml) and the mixture was stirred at room temperature for an hour. The reaction mixture was evaporated to dryness and the residue was recrystallized from methylene chloride to obtain the pure product. (12.0 g, 77%)